This data is from the Open Reaction Database (ORD), a public repository of structured organic reaction records. The task is: describe an organic reaction: reactants, conditions, products, and yield Starting materials: C(O)CN (Ethanolamine), COC(C(C)Cl)=O (2-chloropropionic acid methylester). Reaction conditions: time 60 hour. Yields the product ClC(C(=O)NCCO)C (2-Chloro-N-(2-hydroxy-ethyl)-propionamide). Yield: 91.5%. As a reaction SMILES: [CH2:1]([CH2:3][NH2:4])[OH:2].C[O:6][C:7](=O)[CH:8]([Cl:10])[CH3:9]>>[Cl:10][CH:8]([CH3:9])[C:7]([NH:4][CH2:3][CH2:1][OH:2])=[O:6]. Procedure: Ethanolamine (13.45 g, 0.22 mol) is added to 21.5 ml (0.2 mol) of 2-chloropropionic acid methylester. The mixture solidifies after standing at room temperature for 60 h. The solid is triturated with ethylacetate, the crystals are filtered off and dried to afford 27.75 g of the title compound as white crystals, mp. 64° C. The product is CCCCOC1(OCCc2nc(C(C)C)c(Sc3cc(Cl)cc(Cl)c3)n2C)CCCCCC1. As a reaction SMILES: [CH2:22]([CH2:23][CH2:24][CH3:25])[O:26][C:27]1([O:34][CH2:35][CH2:36][CH2:37][CH3:38])[CH2:28][CH2:29][CH2:30][CH2:31][CH2:32][CH2:33]1.[Cl:1][c:2]1[cH:3][c:4]([S:9][c:10]2[c:11]([CH:19]([CH3:20])[CH3:21])[n:12][c:13]([CH2:16][CH2:17][OH:18])[n:14]2[CH3:15])[cH:5][c:6]([Cl:8])[cH:7]1>>[Cl:1][c:2]1[cH:3][c:4]([S:9][c:10]2[c:11]([CH:19]([CH3:20])[CH3:21])[n:12][c:13]([CH2:16][CH2:17][O:18][C:27]3([O:26][CH2:22][CH2:23][CH2:24][CH3:25])[CH2:28][CH2:29][CH2:30][CH2:31][CH2:32][CH2:33]3)[n:14]2[CH3:15])[cH:5][c:6]([Cl:8])[cH:7]1. Reactants: CCCCOC1(OCCCC)CCCCCC1, CC(C)c1nc(CCO)n(C)c1Sc1cc(Cl)cc(Cl)c1. Reactants: C(C)(C)(C)OC(NCCCN(S(=O)(=O)C)CC1=CC(=CC=C1)C1=NC(=NC=C1)Cl)=O ((3-{[3-(2-Chloro-pyrimidin-4-yl)-benzyl]-methanesulfonyl-amino}-propyl)-carbamic acid tert-butyl ester), N1=CC=C(C=C1)CCN (2-pyridin-4-yl-ethylamine), 441. Product: NCCCN(S(=O)(=O)C)CC1=CC(=CC=C1)C1=NC(=NC=C1)NCCC1=CC=NC=C1 (N-(3-Amino-propyl)-N-{3-[2-(2-pyridin-4-yl-ethylamino)-pyrimidin-4-yl]-benzyl}-methanesulfonamide). Reaction SMILES: C(OC(=O)[NH:7][CH2:8][CH2:9][CH2:10][N:11]([CH2:16][C:17]1[CH:22]=[CH:21][CH:20]=[C:19]([C:23]2[CH:28]=[CH:27][N:26]=[C:25](Cl)[N:24]=2)[CH:18]=1)[S:12]([CH3:15])(=[O:14])=[O:13])(C)(C)C.[N:31]1[CH:36]=[CH:35][C:34]([CH2:37][CH2:38][NH2:39])=[CH:33][CH:32]=1>>[NH2:7][CH2:8][CH2:9][CH2:10][N:11]([CH2:16][C:17]1[CH:22]=[CH:21][CH:20]=[C:19]([C:23]2[CH:28]=[CH:27][N:26]=[C:25]([NH:39][CH2:38][CH2:37][C:34]3[CH:35]=[CH:36][N:31]=[CH:32][CH:33]=3)[N:24]=2)[CH:18]=1)[S:12]([CH3:15])(=[O:13])=[O:14]. Reported procedure: Intermediate 4 was coupled with 2-pyridin-4-yl-ethylamine following procedure F and the resulting product deprotected following procedure G. LC-MS showed the product had the expected M+H+ of 441. 1H NMR (Varian 300 MHz, CDCl3—CD3OD, shifts relative to the solvent peak at 7.24 ppm) δ 8.6 (m, 2H) 8.3 (m, 1H) 8.1 (m, 3H) 7.9 (m, 1H) 7.6 (m, 1H) 7.5 (m, 1H) 7.3 (m, 1H) 4.4 (m, 2H) 4.0 (m, 2H) 3.3 (m, 2H) 2.9 (m, 4H) 1.8 (m, 2H). As a reaction SMILES: [Br:1][c:2]1[cH:3][cH:4][c:5](-[c:8]2[n:9]([CH2:20][CH2:21][NH:22][C:23](=[O:24])[O:25][C:26]([CH3:27])([CH3:28])[CH3:29])[c:10](=[N:13][c:14]3[cH:15][cH:16][cH:17][cH:18][cH:19]3)[s:11][cH:12]2)[cH:6][cH:7]1.[OH2:37].[OH:30][C:31]([C:32]([F:33])([F:34])[F:35])=[O:36]>>[Br:1][c:2]1[cH:3][cH:4][c:5](-[c:8]2[n:9]([CH2:20][CH2:21][NH2:22])[c:10](=[N:13][c:14]3[cH:15][cH:16][cH:17][cH:18][cH:19]3)[s:11][cH:12]2)[cH:6][cH:7]1. Starting materials: CC(C)(C)OC(=O)NCCn1c(-c2ccc(Br)cc2)csc1=Nc1ccccc1, O, O=C(O)C(F)(F)F. Product: NCCn1c(-c2ccc(Br)cc2)csc1=Nc1ccccc1. The reactants are NCC1=CC=C(OCCN2C=NC=C2)C=C1 (1-[2-(4-Aminomethylphenoxy)ethyl]imidazole), C(C)(=O)O (acetic acid). Solvent: C(C)(=O)OC(C)=O (acetic anhydride). The product is C(C)(=O)NCC1=CC=C(OCCN2C=NC=C2)C=C1 (1-[2-(4-acetylaminomethylphenoxy)ethyl]imidazole). As a reaction SMILES: [NH2:1][CH2:2][C:3]1[CH:16]=[CH:15][C:6]([O:7][CH2:8][CH2:9][N:10]2[CH:14]=[CH:13][N:12]=[CH:11]2)=[CH:5][CH:4]=1.[C:17](O)(=[O:19])[CH3:18]>C(OC(=O)C)(=O)C>[C:17]([NH:1][CH2:2][C:3]1[CH:4]=[CH:5][C:6]([O:7][CH2:8][CH2:9][N:10]2[CH:14]=[CH:13][N:12]=[CH:11]2)=[CH:15][CH:16]=1)(=[O:19])[CH3:18]. Reported procedure: 1-[2-(4-Aminomethylphenoxy)ethyl]imidazole (1.1 g) was heated on a steam bath for 2 hours in a mixture of acetic acid (10 ml) and acetic anhydride (1 ml). The solution was then evaporated and the residue was dissolved in a small volume of water. The solution was made basic with sodium bicarbonate and the resulting solid was filtered off, washed with water and crystallised from water to give 1-[2-(4-acetylaminomethylphenoxy)ethyl]imidazole (0.70 g), m.p. 115°-166° C. Found: C, 60.45; H, 6.72; N, ...